From a dataset of the Open Reaction Database (ORD), a public repository of structured organic reaction records. describe an organic reaction: reactants, conditions, products, and yield The reactants are CCCCCN(CCCCC)C(=O)N1CCN(C(=O)C(c2ccccc2)c2ccccc2)C(C(=O)O)C1, CO, CCOCC, C=[N+]=[N-]. The product is CCCCCN(CCCCC)C(=O)N1CCN(C(=O)C(c2ccccc2)c2ccccc2)C(C(=O)OC)C1. Reaction SMILES: [CH2:1]([CH2:2][CH2:3][CH2:4][CH3:5])[N:6]([C:7](=[O:8])[N:9]1[CH2:10][CH:11]([C:30](=[O:31])[OH:32])[N:12]([C:15]([CH:16]([c:17]2[cH:18][cH:19][cH:20][cH:21][cH:22]2)[c:23]2[cH:24][cH:25][cH:26][cH:27][cH:28]2)=[O:29])[CH2:13][CH2:14]1)[CH2:33][CH2:34][CH2:35][CH2:36][CH3:37].[CH3:41][OH:42].[CH3:43][CH2:44][O:45][CH2:46][CH3:47].[N+:38](=[N-:39])=[CH2:40]>>[CH2:1]([CH2:2][CH2:3][CH2:4][CH3:5])[N:6]([C:7](=[O:8])[N:9]1[CH2:10][CH:11]([C:30](=[O:31])[O:32][CH3:40])[N:12]([C:15]([CH:16]([c:17]2[cH:18][cH:19][cH:20][cH:21][cH:22]2)[c:23]2[cH:24][cH:25][cH:26][cH:27][cH:28]2)=[O:29])[CH2:13][CH2:14]1)[CH2:33][CH2:34][CH2:35][CH2:36][CH3:37]. Starting materials: C12C(C3CC(CC(C1)C3)C2)NC(=O)C=2C=NN(C2Cl)C2=CC=CC=C2 (5-chloro-1-phenyl-1H-pyrazole-4-carboxylic acid adamantan-2-ylamide), C12C(C3CC(CC(C1)C3)C2)NC(=O)C=2C=NN(C2Cl)C2=CC=CC=C2 (5-chloro-1-phenyl-1H-pyrazole-4-carboxylic acid adamantan-2-ylamide), N1CC(CCC1)CO (3-piperidinemethanol). Product: C12C(C3CC(CC(C1)C3)C2)NC(=O)C=2C=NN(C2N2CC(CCC2)CO)C2=CC=CC=C2 (5-(3-Hydroxymethyl-piperidin-1-y1)-1-phenyl-1H-pyrazole-4-carboxylic acid adamantan-2-ylamide). Reaction SMILES: [CH:1]12[CH2:10][CH:5]3[CH2:6][CH:7]([CH2:9][CH:3]([CH2:4]3)[CH:2]1[NH:11][C:12]([C:14]1[CH:15]=[N:16][N:17]([C:20]3[CH:25]=[CH:24][CH:23]=[CH:22][CH:21]=3)[C:18]=1Cl)=[O:13])[CH2:8]2.[NH:26]1[CH2:31][CH2:30][CH2:29][CH:28]([CH2:32][OH:33])[CH2:27]1>>[CH:1]12[CH2:10][CH:5]3[CH2:6][CH:7]([CH2:9][CH:3]([CH2:4]3)[CH:2]1[NH:11][C:12]([C:14]1[CH:15]=[N:16][N:17]([C:20]3[CH:25]=[CH:24][CH:23]=[CH:22][CH:21]=3)[C:18]=1[N:26]1[CH2:31][CH2:30][CH2:29][CH:28]([CH2:32][OH:33])[CH2:27]1)=[O:13])[CH2:8]2. Procedure details: 5-(3-Hydroxymethyl-piperidin-1-y1)-1-phenyl-1H-pyrazole-4-carboxylic acid adamantan-2-ylamide was prepared using Procedure A from 5-chloro-1-phenyl-1H-pyrazole-4-carboxylic acid adamantan-2-ylamide (Intermediate 3) and 3-piperidinemethanol. Mass spectrum (ES) MH+=435. Starting materials: C(C)(=O)O[C@@H](CC(=O)O)CBr ((S)-3-acetoxy-4-bromobutyric acid), [OH-].C(CCC)[N+](CCCC)(CCCC)CCCC (tetrabutylammonium hydroxide), CO (methanol). Solvent: O (water). Reaction conditions: time 2 hour. The product is C(CCC)[N+](CCCC)(CCCC)CCCC.O1[C@@H](CC(=O)[O-])C1 ((S)-3,4-epoxybutyric acid tetrabutyl ammonium salt). As a reaction SMILES: C([O:4][C@H:5]([CH2:10]Br)[CH2:6][C:7]([OH:9])=[O:8])(=O)C.[OH-].[CH2:13]([N+:17]([CH2:26][CH2:27][CH2:28][CH3:29])([CH2:22][CH2:23][CH2:24][CH3:25])[CH2:18][CH2:19][CH2:20][CH3:21])[CH2:14][CH2:15][CH3:16].CO>O>[CH2:26]([N+:17]([CH2:13][CH2:14][CH2:15][CH3:16])([CH2:18][CH2:19][CH2:20][CH3:21])[CH2:22][CH2:23][CH2:24][CH3:25])[CH2:27][CH2:28][CH3:29].[O:4]1[CH2:10][C@@H:5]1[CH2:6][C:7]([O-:9])=[O:8] |f:1.2,5.6|. Procedure: To a 2 l of three-necked flask equipped with thermometer, pH meter and mechanical stirrer were charged distilled water (1 l), (S)-3-acetoxy-4-bromobutyric acid (90 g, 0.4 mol) and tetrabutylammonium hydroxide, 1.0 M in methanol (1.2 l, 1.2 mol). The reaction mixture was stirred at 0˜5° C. for 2 hours to afford (S)-3,4-epoxybutyric acid tetrabutyl ammonium salt. Over 99% of conversion was detected by NMR. RXN SMILES: [CH:12]1([CH2:15][CH2:16][NH:17][C:18](=[O:19])[c:20]2[n:21][n:22][c:23]([N:26]3[CH2:27][CH2:28][NH:29][CH2:30][CH2:31]3)[cH:24][cH:25]2)[CH2:13][CH2:14]1.[Cl:1][c:2]1[c:3]([C:4](=[O:5])[Cl:6])[cH:7][c:8]([F:11])[cH:9][cH:10]1>>[Cl:1][c:2]1[c:3]([C:4](=[O:5])[N:29]2[CH2:28][CH2:27][N:26]([c:23]3[n:22][n:21][c:20]([C:18]([NH:17][CH2:16][CH2:15][CH:12]4[CH2:13][CH2:14]4)=[O:19])[cH:25][cH:24]3)[CH2:31][CH2:30]2)[cH:7][c:8]([F:11])[cH:9][cH:10]1. Yields the product O=C(NCCC1CC1)c1ccc(N2CCN(C(=O)c3cc(F)ccc3Cl)CC2)nn1. Starting materials: O=C(NCCC1CC1)c1ccc(N2CCNCC2)nn1, O=C(Cl)c1cc(F)ccc1Cl.